From a dataset of the Open Reaction Database (ORD), a public repository of structured organic reaction records. describe an organic reaction: reactants, conditions, products, and yield The reactants are COc1ccc(Cn2nc(I)c3c(Oc4ccc(N)cc4F)ccnc32)cc1, CCN=C=NCCCN(C)C, O=C(O)c1ccnn(-c2ccc(F)cc2)c1=O, CN(C)C=O. Product: COc1ccc(Cn2nc(I)c3c(Oc4ccc(NC(=O)c5ccnn(-c6ccc(F)cc6)c5=O)cc4F)ccnc32)cc1. RXN SMILES: [CH3:1][O:2][c:3]1[cH:4][cH:5][c:6]([CH2:7][n:8]2[n:9][c:10]([I:26])[c:11]3[c:12]2[n:13][cH:14][cH:15][c:16]3[O:17][c:18]2[c:19]([F:25])[cH:20][c:21]([NH2:24])[cH:22][cH:23]2)[cH:27][cH:28]1.[CH3:46][CH2:47][N:48]=[C:49]=[N:50][CH2:51][CH2:52][CH2:53][N:54]([CH3:55])[CH3:56].[F:29][c:30]1[cH:31][cH:32][c:33](-[n:36]2[n:37][cH:38][cH:39][c:40]([C:43](=[O:44])[OH:45])[c:41]2=[O:42])[cH:34][cH:35]1.[O:57]=[CH:58][N:59]([CH3:60])[CH3:61]>>[CH3:1][O:2][c:3]1[cH:4][cH:5][c:6]([CH2:7][n:8]2[n:9][c:10]([I:26])[c:11]3[c:12]2[n:13][cH:14][cH:15][c:16]3[O:17][c:18]2[c:19]([F:25])[cH:20][c:21]([NH:24][C:43]([c:40]3[cH:39][cH:38][n:37][n:36](-[c:33]4[cH:32][cH:31][c:30]([F:29])[cH:35][cH:34]4)[c:41]3=[O:42])=[O:44])[cH:22][cH:23]2)[cH:27][cH:28]1. Reactants: COC=1SC=C(N1)C=1SC=CC1[N+](=O)[O-] (2-methoxy-4-(3-nitrothiophen-2-yl)thiazole), O=P(Cl)(Cl)Cl (POCl3), C([O-])(O)=O.[Na+] (sodium bicarbonate). Run in O (H2O). Conditions: time 2 hour. The product is ClC=1SC=C(N1)C=1SC=CC1[N+](=O)[O-] (2-chloro-4-(3-nitrothiophen-2-yl)thiazole). RXN SMILES: CO[C:3]1[S:4][CH:5]=[C:6]([C:8]2[S:9][CH:10]=[CH:11][C:12]=2[N+:13]([O-:15])=[O:14])[N:7]=1.C(=O)(O)[O-].[Na+].O=P(Cl)(Cl)[Cl:23]>O>[Cl:23][C:3]1[S:4][CH:5]=[C:6]([C:8]2[S:9][CH:10]=[CH:11][C:12]=2[N+:13]([O-:15])=[O:14])[N:7]=1 |f:1.2|. Reported procedure: A solution of 2-methoxy-4-(3-nitrothiophen-2-yl)thiazole (403 mg, 1.66 mmol) in POCl3 (2 mL) was heated at 60° C. for 1 h then to 100° C. for a further 2 h. The resulting solution was cooled to room temperature and diluted with cold H2O then saturated aqueous sodium bicarbonate. The mixture was extracted with methylene chloride and the combined organic phases were dried (Na2SO4), filtered and concentrated under vacuum to give 2-chloro-4-(3-nitrothiophen-2-yl)thiazole. Retention time (min)=2.550,... Reactants: CCOC(=O)C(C)(C)Oc1ccc(OCCc2nc(-c3ccc(-c4cncnc4)cc3)oc2C)cc1, C1CCOC1, CCO, [Na+], [OH-]. Yields the product Cc1oc(-c2ccc(-c3cncnc3)cc2)nc1CCOc1ccc(OC(C)(C)C(=O)O)cc1. RXN SMILES: [CH2:1]([CH3:2])[O:3][C:4]([C:5]([CH3:6])([O:7][c:8]1[cH:9][cH:10][c:11]([O:14][CH2:15][CH2:16][c:17]2[n:18][c:19](-[c:23]3[cH:24][cH:25][c:26](-[c:29]4[cH:30][n:31][cH:32][n:33][cH:34]4)[cH:27][cH:28]3)[o:20][c:21]2[CH3:22])[cH:12][cH:13]1)[CH3:35])=[O:36].[CH2:42]1[O:43][CH2:44][CH2:45][CH2:46]1.[CH3:39][CH2:40][OH:41].[Na+:38].[OH-:37]>>[O:3]=[C:4]([C:5]([CH3:6])([O:7][c:8]1[cH:9][cH:10][c:11]([O:14][CH2:15][CH2:16][c:17]2[n:18][c:19](-[c:23]3[cH:24][cH:25][c:26](-[c:29]4[cH:30][n:31][cH:32][n:33][cH:34]4)[cH:27][cH:28]3)[o:20][c:21]2[CH3:22])[cH:12][cH:13]1)[CH3:35])[OH:36]. Reactants: Cc1noc(-c2ccccc2N)n1, O=C(Cl)Cl, ClCCl. Yields the product Cc1noc(-c2ccccc2NC(=O)Cl)n1. As a reaction SMILES: [CH3:1][c:2]1[n:3][o:4][c:5](-[c:7]2[c:8]([NH2:13])[cH:9][cH:10][cH:11][cH:12]2)[n:6]1.[Cl:14][C:15]([Cl:16])=[O:17].[Cl:18][CH2:19][Cl:20]>>[CH3:1][c:2]1[n:3][o:4][c:5](-[c:7]2[c:8]([NH:13][C:15]([Cl:14])=[O:17])[cH:9][cH:10][cH:11][cH:12]2)[n:6]1. Reactants: BrC=1C=NC=C(C=O)C1 (5-bromonicotinaldehyde), C(C)(=O)O[BH-](OC(C)=O)OC(C)=O.[Na+] (Sodium triacetoxyborohydride), Cl.CNC (dimethylamine hydrochloride), ClCCCl (1,2-dichloroethane). The solvent is C([O-])(O)=O.[Na+] (sodium bicarbonate), C(Cl)Cl (DCM). Run at time 1 hour. The product is BrC=1C=C(C=NC1)CN(C)C (1-(5-bromopyridin-3-yl)-N,N-dimethylmethanamine). Isolated yield 88.8%. As a reaction SMILES: [Br:1][C:2]1[CH:3]=[N:4][CH:5]=[C:6]([CH:9]=1)[CH:7]=O.Cl.[CH3:11][NH:12][CH3:13].ClCCCl.C(O[BH-](OC(=O)C)OC(=O)C)(=O)C.[Na+]>C(=O)(O)[O-].[Na+].C(Cl)Cl>[Br:1][C:2]1[CH:9]=[C:6]([CH2:7][N:12]([CH3:13])[CH3:11])[CH:5]=[N:4][CH:3]=1 |f:1.2,4.5,6.7|. Procedure details: 5-Bromonicontinaldehyde (XXV) (5.01 g, 26.9 mmol) and dimethylamine hydrochloride (4.39 g, 53.8 mmol) were suspended in 1,2-dichloroethane (108 mL) Triethylamine (7.50 mL, 53.8 mmol) was added, and the reaction was stirred at room temperature for 1 h. Sodium triacetoxyborohydride (8.56 g, 40.4 mmol) was added, and the reaction was further stirred at room temperature overnight. The reaction was diluted with saturated sodium bicarbonate solution and DCM. The organic layer was separated, washed seq...